This data is from the Open Reaction Database (ORD), a public repository of structured organic reaction records. The task is: describe an organic reaction: reactants, conditions, products, and yield Starting materials: C([O-])(O)=O.[Na+] (sodium bicarbonate), NC1=CC(=C(C(=C1)C(F)(F)F)NC(CCC1CCCCC1)=O)Br (N-(4-Amino-2-bromo-6-trifluoromethyl-phenyl)-3-cyclohexyl-propionamide), ClC1=CC=C(S1)C=O (5-chloro-thiophene-2-carbaldehyde), C(#N)[BH3-].[Na+] (Sodium cyanoborohydride). Solvent: CO (methanol). Run at temperature 130 celsius. The product is BrC1=C(C(=CC(=C1)NCC=1SC(=CC1)Cl)C(F)(F)F)NC(CCC1CCCCC1)=O (N-{2-Bromo-4-[(5-chloro-thiophen-2-ylmethyl)-amino]-6-trifluoromethyl-phenyl}-3-cyclohexyl-propionamide). Yield: 33.0%. Reaction SMILES: [NH2:1][C:2]1[CH:7]=[C:6]([C:8]([F:11])([F:10])[F:9])[C:5]([NH:12][C:13](=[O:22])[CH2:14][CH2:15][CH:16]2[CH2:21][CH2:20][CH2:19][CH2:18][CH2:17]2)=[C:4]([Br:23])[CH:3]=1.[Cl:24][C:25]1[S:29][C:28]([CH:30]=O)=[CH:27][CH:26]=1.C([BH3-])#N.[Na+].C(=O)(O)[O-].[Na+]>CO>[Br:23][C:4]1[CH:3]=[C:2]([NH:1][CH2:30][C:28]2[S:29][C:25]([Cl:24])=[CH:26][CH:27]=2)[CH:7]=[C:6]([C:8]([F:10])([F:11])[F:9])[C:5]=1[NH:12][C:13](=[O:22])[CH2:14][CH2:15][CH:16]1[CH2:21][CH2:20][CH2:19][CH2:18][CH2:17]1 |f:2.3,4.5|. Procedure details: N-(4-Amino-2-bromo-6-trifluoromethyl-phenyl)-3-cyclohexyl-propionamide (1.03 g) and 5-chloro-thiophene-2-carbaldehyde (310 uL) were dissolved in methanol (16 mL) and heated to 130° C. for 8 minutes in a sealed microwave process vial. Sodium cyanoborohydride (800 mg) was added and the reaction mixture was heated to 130° C. for 5 minutes in a sealed microwave process vial. Saturated aqueous sodium bicarbonate (100 mL) was added, the product was extracted with ethyl acetate (3×50 mL) and the combin...